This data is from the Open Reaction Database (ORD), a public repository of structured organic reaction records. The task is: describe an organic reaction: reactants, conditions, products, and yield Starting materials: FC(C(=O)O)(F)F.FC(C(=O)O)(F)F.FC(C(=O)O)(F)F.ClC=1C=NC=2NC=3C=NC=C(CCC4=C(C=CC(NC1N2)=C4)NC(C[C@H]4CNCC4)=O)C3 (N-[6-chloro-2,4,8,18,22-pentaazatetracyclo[14.3.1.1(3,7).1(9,13)]docosa-1(20),3(22),4,6,9(21),10,12,16,18-nonaen-12-yl]-2-[(3S)-pyrrolidin-3-yl]acetamide tris(trifluoroacetate)), N(=C=O)C1=CC=C(C#N)C=C1 (4-isocyanatobenzonitrile). The product is FC(C(=O)O)(F)F.FC(C(=O)O)(F)F.ClC=1C=NC=2NC=3C=NC=C(CCC4=C(C=CC(NC1N2)=C4)NC(C[C@H]4CN(CC4)C(=O)NC4=CC=C(C=C4)C#N)=O)C3 ((3S)-3-(2-{[6-Chloro-2,4,8,18,22-pentaazatetracyclo[14.3.1.1(3,7).1(9,13)]docosa-1(20),3(22),4,6,9(21),10,12,16,18-nonaen-12-yl]amino}-2-oxoethyl)-N-(4-cyanophenyl)pyrrolidine-1-carboxamide bis(trifluoroacetate)). Yield: 60.0%. As a reaction SMILES: [F:1][C:2]([F:7])([F:6])[C:3]([OH:5])=[O:4].[F:8][C:9]([F:14])([F:13])[C:10]([OH:12])=[O:11].FC(F)(F)C(O)=O.[Cl:22][C:23]1[CH:24]=[N:25][C:26]2[NH:27][C:28]3[CH:29]=[N:30][CH:31]=[C:32]([CH:53]=3)[CH2:33][CH2:34][C:35]3[CH:43]=[C:39]([NH:40][C:41]=1[N:42]=2)[CH:38]=[CH:37][C:36]=3[NH:44][C:45](=[O:52])[CH2:46][C@@H:47]1[CH2:51][CH2:50][NH:49][CH2:48]1.[N:54]([C:57]1[CH:64]=[CH:63][C:60]([C:61]#[N:62])=[CH:59][CH:58]=1)=[C:55]=[O:56]>>[F:1][C:2]([F:7])([F:6])[C:3]([OH:5])=[O:4].[F:8][C:9]([F:14])([F:13])[C:10]([OH:12])=[O:11].[Cl:22][C:23]1[CH:24]=[N:25][C:26]2[NH:27][C:28]3[CH:29]=[N:30][CH:31]=[C:32]([CH:53]=3)[CH2:33][CH2:34][C:35]3[CH:43]=[C:39]([NH:40][C:41]=1[N:42]=2)[CH:38]=[CH:37][C:36]=3[NH:44][C:45](=[O:52])[CH2:46][C@@H:47]1[CH2:51][CH2:50][N:49]([C:55]([NH:54][C:57]2[CH:64]=[CH:63][C:60]([C:61]#[N:62])=[CH:59][CH:58]=2)=[O:56])[CH2:48]1 |f:0.1.2.3,5.6.7|. Procedure details: The desired compound was prepared according to the procedure of Example D41 using N-[6-chloro-2,4,8,18,22-pentaazatetracyclo[14.3.1.1(3,7).1(9,13)]docosa-1(20),3(22),4,6,9(21),10,12,16,18-nonaen-12-yl]-2-[(3S)-pyrrolidin-3-yl]acetamide tris(trifluoroacetate) and 4-isocyanatobenzonitrile as the starting materials in 60% yield. LCMS for C31H29ClN9O2 (M+H)+: m/z=594.0.